From a dataset of the Open Reaction Database (ORD), a public repository of structured organic reaction records. describe an organic reaction: reactants, conditions, products, and yield The reactants are Cc1ccc(S(=O)(=O)Cl)cc1, N#Cc1ccc(-c2cncc(N)c2)cc1Cl, c1ccncc1. Product: Cc1ccc(S(=O)(=O)Nc2cncc(-c3ccc(C#N)c(Cl)c3)c2)cc1. As a reaction SMILES: [CH3:17][c:18]1[cH:19][cH:20][c:21]([S:24](=[O:25])(=[O:26])[Cl:27])[cH:22][cH:23]1.[NH2:1][c:2]1[cH:3][c:4](-[c:8]2[cH:9][c:10]([Cl:16])[c:11]([C:12]#[N:13])[cH:14][cH:15]2)[cH:5][n:6][cH:7]1.[cH:28]1[cH:29][cH:30][n:31][cH:32][cH:33]1>>[NH:1]([c:2]1[cH:3][c:4](-[c:8]2[cH:9][c:10]([Cl:16])[c:11]([C:12]#[N:13])[cH:14][cH:15]2)[cH:5][n:6][cH:7]1)[S:24]([c:21]1[cH:20][cH:19][c:18]([CH3:17])[cH:23][cH:22]1)(=[O:25])=[O:26]. The reactants are ClC1=CC=C(C(=C1C(=O)N)F)CNC(C(C)(C)C)=O (6-chloro-2-fluoro-3-(pivalamidomethyl)benzamide), C(C(=O)Cl)(=O)Cl (oxalyl chloride). The solvent is C(CCl)Cl (EDC). Conditions: temperature 65 celsius. The product is ClC1=CC=C(C(=C1C(=O)N=C=O)F)CNC(C(C)(C)C)=O (6-chloro-2-fluoro-3-(pivalamidomethyl)benzoyl isocyanate). Isolated yield 307.5%. Reaction SMILES: [Cl:1][C:2]1[C:7]([C:8]([NH2:10])=[O:9])=[C:6]([F:11])[C:5]([CH2:12][NH:13][C:14](=[O:19])[C:15]([CH3:18])([CH3:17])[CH3:16])=[CH:4][CH:3]=1.C(Cl)(=O)[C:21](Cl)=[O:22]>C(Cl)CCl>[Cl:1][C:2]1[C:7]([C:8]([N:10]=[C:21]=[O:22])=[O:9])=[C:6]([F:11])[C:5]([CH2:12][NH:13][C:14](=[O:19])[C:15]([CH3:16])([CH3:18])[CH3:17])=[CH:4][CH:3]=1. Reported procedure: To a solution of 6-chloro-2-fluoro-3-(pivalamidomethyl)benzamide (0.300 g, 1.04 mmol) in EDC (10 mL) was added oxalyl chloride (0.11 mL, 1.25 mmol). The reaction mass was heated at 60-70° C. for 4-5 h. Excess of solvent was removed under vacuum to afford 1.0 g of desired product. Reactants: C[Si](C)(C)C#C (trimethylsilylacetylene), CC1(CC(SC2=CC(=CC=C12)Br)=O)C (4,4-dimethyl-7-bromo-2-oxo-thiochroman), cuprous iodide. The reagents and catalysts are [Pd](Cl)Cl.C1(=CC=CC=C1)P(C1=CC=CC=C1)C1=CC=CC=C1.C1(=CC=CC=C1)P(C1=CC=CC=C1)C1=CC=CC=C1 (bis(triphenylphosphine) palladium (II) chloride). Solvent: C(C)N(CC)CC (triethylamine). Run at temperature 55 celsius, time 24 hour. Yields the product CC1(CC(SC2=CC(=CC=C12)C#C[Si](C)(C)C)=O)C (4,4-dimethyl-7-trimethylsilylethynyl-2-oxo-thiochroman). As a reaction SMILES: [CH3:1][C:2]1([CH3:14])[C:11]2[C:6](=[CH:7][C:8](Br)=[CH:9][CH:10]=2)[S:5][C:4](=[O:13])[CH2:3]1.[CH3:15][Si:16]([C:19]#[CH:20])([CH3:18])[CH3:17]>C(N(CC)CC)C.[Pd](Cl)Cl.C1(P(C2C=CC=CC=2)C2C=CC=CC=2)C=CC=CC=1.C1(P(C2C=CC=CC=2)C2C=CC=CC=2)C=CC=CC=1>[CH3:1][C:2]1([CH3:14])[C:11]2[C:6](=[CH:7][C:8]([C:20]#[C:19][Si:16]([CH3:18])([CH3:17])[CH3:15])=[CH:9][CH:10]=2)[S:5][C:4](=[O:13])[CH2:3]1 |f:3.4.5|. Reported procedure: A solution of 1.0 g (3.7 mmol) of 4,4-dimethyl-7-bromo-2-oxo-thiochroman in 1 ml of triethylamine was placed in a heavy-walled tube and degassed and then treated under argon with 2.0 g (2.75 ml, 20.0 mmol) of trimethylsilylacetylene and a powdered mixture of 0.038 g of cuprous iodide and 0.084 g of bis(triphenylphosphine) palladium (II) chloride. The reaction mixture was degassed again, then placed under argon and the tube was sealed. The mixture was heated at 55 degrees C. for 24 hours, and the... Starting materials: O=[N+]([O-])O, O=S(=O)(O)O, CC(=O)Nc1cc[nH]n1. The product is CC(=O)Nc1n[nH]cc1[N+](=O)[O-]. Reaction SMILES: [OH:10][N+:11]([O-:12])=[O:13].[S:14](=[O:15])(=[O:16])([OH:17])[OH:18].[nH:1]1[n:2][c:3]([NH:6][C:7]([CH3:8])=[O:9])[cH:4][cH:5]1>>[nH:1]1[n:2][c:3]([NH:6][C:7]([CH3:8])=[O:9])[c:4]([N+:11](=[O:10])[O-:12])[cH:5]1.